This data is from the Open Reaction Database (ORD), a public repository of structured organic reaction records. The task is: describe an organic reaction: reactants, conditions, products, and yield The reactants are CC=1N=C(SC1)N (4-Methyl-1,3-thiazol-2-amine), N1=CC=CC=C1 (pyridine), ClC(=C(C)C)N(C)C (1-chloro-N,N,2-trimethyl-prop-1-en-1-amine), ClC(=C(C)C)N(C)C (1-Chloro-N,N,2-trimethyl-prop-1-en-1-amine), N1(CCC1)C(=O)C=1N=CC(=NC1)OC=1C=C(C(=O)O)C=C(C1)O[C@@H]1C(N(CC1)C)=O (3-[5-(azetidine-1-carbonyl)pyrazin-2-yl]oxy-5-[(3S)-1-methyl-2-oxo-pyrrolidin-3-yl]oxy-benzoic acid), N1(CCC1)C(=O)C=1N=CC(=NC1)OC=1C=C(C(=O)O)C=C(C1)O[C@@H]1C(N(CC1)C)=O (3-[5-(azetidine-1-carbonyl)pyrazin-2-yl]oxy-5-[(3S)-1-methyl-2-oxo-pyrrolidin-3-yl]oxy-benzoic acid). The solvent is C(Cl)Cl (DCM). Conditions: time 30 minute. The product is N1(CCC1)C(=O)C=1N=CC(=NC1)OC=1C=C(C(=O)NC=2SC=C(N2)C)C=C(C1)O[C@@H]1C(N(CC1)C)=O (3-[5-(Azetidine-1-carbonyl)pyrazin-2-yl]oxy-5-[(3S)-1-methyl-2-oxo-pyrrolidin-3-yl]oxy-N-(4-methyl1,3-thiazol-2-yl)benzamide). Isolated yield 57.4%. Reaction SMILES: ClC(N(C)C)=C(C)C.[N:9]1([C:13]([C:15]2[N:16]=[CH:17][C:18]([O:21][C:22]3[CH:23]=[C:24]([CH:28]=[C:29]([O:31][C@H:32]4[CH2:36][CH2:35][N:34]([CH3:37])[C:33]4=[O:38])[CH:30]=3)[C:25]([OH:27])=O)=[N:19][CH:20]=2)=[O:14])[CH2:12][CH2:11][CH2:10]1.[CH3:39][C:40]1[N:41]=[C:42]([NH2:45])[S:43][CH:44]=1.N1C=CC=CC=1>C(Cl)Cl>[N:9]1([C:13]([C:15]2[N:16]=[CH:17][C:18]([O:21][C:22]3[CH:23]=[C:24]([CH:28]=[C:29]([O:31][C@H:32]4[CH2:36][CH2:35][N:34]([CH3:37])[C:33]4=[O:38])[CH:30]=3)[C:25]([NH:45][C:42]3[S:43][CH:44]=[C:40]([CH3:39])[N:41]=3)=[O:27])=[N:19][CH:20]=2)=[O:14])[CH2:10][CH2:11][CH2:12]1. Procedure: 1-Chloro-N,N,2-trimethyl-prop-1-en-1-amine (0.10 mL, 0.75 mmol) was added to a solution of the 3-[5-(azetidine-1-carbonyl)pyrazin-2-yl]oxy-5-[(3S)-1-methyl-2-oxo-pyrrolidin-3-yl]oxy-benzoic acid (Intermediate 6) (265 mg, 0.62 mmol) in DCM (5 mL) and stirred at ambient temperature for 30 minutes, a further aliquot of 1-chloro-N,N,2-trimethyl-prop-1-en-1-amine (0.10 mL) was added and stirring continued for a further 30 minutes. 4-Methyl-1,3-thiazol-2-amine (142 mg, 1.2 mmol) and pyridine (0.10 mL,... Reaction SMILES: [C:1]([CH3:2])([CH3:3])([CH3:4])[O:5][NH:6][C:7](=[O:8])[C:9]1([CH3:38])[CH2:10][NH:11][CH2:12][CH2:13][CH:14]1[NH:15][S:16](=[O:17])(=[O:18])[c:19]1[cH:20][cH:21][c:22]([O:25][CH2:26][c:27]2[cH:28][c:29]([CH3:37])[n:30][c:31]3[cH:32][cH:33][cH:34][cH:35][c:36]23)[cH:23][cH:24]1.[C:39](=[O:40])([OH:41])[O-:42].[CH3:54][CH2:55][O:56][C:57](=[O:58])[CH3:59].[CH:44]([CH3:45])([CH3:46])[S:47](=[O:48])(=[O:49])[Cl:50].[Cl:51][CH2:52][Cl:53].[Na+:43]>>[C:1]([CH3:2])([CH3:3])([CH3:4])[O:5][NH:6][C:7](=[O:8])[C:9]1([CH3:38])[CH2:10][N:11]([S:47]([CH:44]([CH3:45])[CH3:46])(=[O:48])=[O:49])[CH2:12][CH2:13][CH:14]1[NH:15][S:16](=[O:17])(=[O:18])[c:19]1[cH:20][cH:21][c:22]([O:25][CH2:26][c:27]2[cH:28][c:29]([CH3:37])[n:30][c:31]3[cH:32][cH:33][cH:34][cH:35][c:36]23)[cH:23][cH:24]1. The product is Cc1cc(COc2ccc(S(=O)(=O)NC3CCN(S(=O)(=O)C(C)C)CC3(C)C(=O)NOC(C)(C)C)cc2)c2ccccc2n1. Starting materials: Cc1cc(COc2ccc(S(=O)(=O)NC3CCNCC3(C)C(=O)NOC(C)(C)C)cc2)c2ccccc2n1, O=C([O-])O, CCOC(C)=O, CC(C)S(=O)(=O)Cl, ClCCl, [Na+]. Reactants: C1(CC1)NC(C1=CC(=C(C=C1)C)NC(C1=CC=C(C=C1)OCC1=NOC(=C1)C)=O)=O (N-cyclopropyl-4-methyl-3-({4-[(5-methylisoxazol-3-yl)methoxy]benzoyl}amino)benzamide), C(Cl)Cl (DCM), Cl (hydrochloric acid). The solvent is CO (methanol). Product: Cl.C1(CC1)NC(C1=CC(=C(C=C1)C)NC(C1=CC=C(C=C1)OCC1=NOC(=C1)C)=O)=O (N-cyclopropyl-4-methyl-3-({4-[(5-methylisoxazol-3-yl)methoxy]benzoyl}amino)benzamide hydrochloride). Reaction SMILES: [CH:1]1([NH:4][C:5](=[O:30])[C:6]2[CH:11]=[CH:10][C:9]([CH3:12])=[C:8]([NH:13][C:14](=[O:29])[C:15]3[CH:20]=[CH:19][C:18]([O:21][CH2:22][C:23]4[CH:27]=[C:26]([CH3:28])[O:25][N:24]=4)=[CH:17][CH:16]=3)[CH:7]=2)[CH2:3][CH2:2]1.C(Cl)[Cl:32].Cl>CO>[ClH:32].[CH:1]1([NH:4][C:5](=[O:30])[C:6]2[CH:11]=[CH:10][C:9]([CH3:12])=[C:8]([NH:13][C:14](=[O:29])[C:15]3[CH:16]=[CH:17][C:18]([O:21][CH2:22][C:23]4[CH:27]=[C:26]([CH3:28])[O:25][N:24]=4)=[CH:19][CH:20]=3)[CH:7]=2)[CH2:3][CH2:2]1 |f:4.5|. Reported procedure: To a solution of N-cyclopropyl-4-methyl-3-({4-[(5-methylisoxazol-3-yl)methoxy]benzoyl}amino)benzamide (20 mg, 0.05 mmol) in 1:1 DCM and methanol (2.0 mL) was added hydrochloric acid (0.05 mmol). The solvent was evaporated to give the title compound; NMR Spectrum: (DMSOd6) 0.57 (m, 2H), 0.68 (m, 2H), 2.26 (s, 3H), 2.44 (s, 3H), 2.85 (m, 1H), 5.25 (s, 2H), 6.37 (s, 1H), 7.15 (m, 2H), 7.31 (m, 1H), 7.61 (m, 1H), 7.78 (s, 1H), 7.98 (m, 2H), 8.37 (s, 1H), 9.82 (s, 1H); Mass Spectrum: M−H− 404, M+Na+ ... The reactants are F[B-](F)(F)F.[Na+] (sodium tetrafluoroborate), N12CC[N+](CC1)(CC2)[O-] (1,4-Diazabicyclo[2.2.2]octane N-oxide), C(C1=CC=CC=C1)(=O)Cl (benzoyl chloride), N12CCN(CC1)CC2 (1,4-diazabicyclo[2.2.2]octane), OO (hydrogen peroxide). Run in C(C)#N (acetonitrile), C1CCOC1 (THF). Conditions: time 8 hour. The product is 1-benzoyl-4-fluoro-1,4-diazoniabicvclo[2.2.2]octane bis(tetrafluoroborate) 1,4-Diazabicyclo[2.2.2]octane N-oxide, F[B-](F)(F)F.C(C1=CC=CC=C1)(=O)[N+]12CCN(CC1)CC2 (1-benzoyl-4-aza-1-azoniabicyclo[2.2.2]octane tetrafluoroborate). As a reaction SMILES: [N:1]12[CH2:8][CH2:7][N:4]([CH2:5][CH2:6]1)[CH2:3][CH2:2]2.OO.N12CC[N+]([O-])(CC1)CC2.[C:20](Cl)(=[O:27])[C:21]1[CH:26]=[CH:25][CH:24]=[CH:23][CH:22]=1.[F:29][B-:30]([F:33])([F:32])[F:31].[Na+]>C1COCC1.C(#N)C>[F:29][B-:30]([F:33])([F:32])[F:31].[C:20]([N+:1]12[CH2:8][CH2:7][N:4]([CH2:5][CH2:6]1)[CH2:3][CH2:2]2)(=[O:27])[C:21]1[CH:26]=[CH:25][CH:24]=[CH:23][CH:22]=1 |f:4.5,8.9|. Reported procedure: 1-benzoyl-4-fluoro-1,4-diazoniabicvclo[2.2.2]octane bis(tetrafluoroborate) 1,4-Diazabicyclo[2.2.2]octane N-oxide is prepared by the reaction of 1,4-diazabicyclo[2.2.2]octane with hydrogen peroxide as described by Farkas in J. Chem. Eng. Data (1968) 13, 278. 1,4-Diazabicyclo[2.2.2]octane N-oxide (12.8 g, 10 mmool) in THF (100 mL) is reacted with benzoyl chloride (14 g, 10 mmol) until the reaction is complete by TLC. The reaction is evaporated, diluted with acetonitrile (100 mL) and sodium tetrafl... Starting materials: CC=1C=C(C(=CC1C)OC)OC (4,5-dimethylveratrol), Br (hydrobromic acid), crude mixture. Solvent: C1(=CC=CC=C1)C (toluene). Reaction conditions: time 4.5 hour. Yields the product CC=1C=C(C(O)=CC1C)O (4,5-dimethylcatechol). As a reaction SMILES: [CH3:1][C:2]1[CH:3]=[C:4]([O:11]C)[C:5]([O:9]C)=[CH:6][C:7]=1[CH3:8].Br>C1(C)C=CC=CC=1>[CH3:1][C:2]1[CH:3]=[C:4]([OH:11])[C:5](=[CH:6][C:7]=1[CH3:8])[OH:9]. Procedure details: 53 g of 4,5-dimethylveratrol (prepared by the method of Bruce, et al., J. Chem. Soc., 1956, 3824-29) was mixed with 200 ml of 48% hydrobromic acid. The mixture was stirred at reflux temperature, in a nitrogen atmosphere, for 4.5 hours. The crude mixture was heated with 200 ml of toluene. The toluene phase was separated and cooled, to give 4,5-dimethylcatechol (6A), as a solid, mp: 86°-87° C. Reactants: C(C)(=O)OC(C)=O (acetic anhydride), C1(=CC=CC=C1)P(O)O (benzenephosphonous acid), OCNC(C1=CC=CC=C1)=O (N-hydroxymethylbenzamide). Solvent: C(C)(=O)O (acetic acid). Product: C(C1=CC=CC=C1)(=O)NCP(O)(=O)C1=CC=CC=C1 (benzoylaminomethylphenylphosphinic acid). Isolated yield 72.7%. As a reaction SMILES: C(OC(=O)C)(=O)C.[C:8]1([P:14]([OH:16])[OH:15])[CH:13]=[CH:12][CH:11]=[CH:10][CH:9]=1.O[CH2:18][NH:19][C:20](=[O:27])[C:21]1[CH:26]=[CH:25][CH:24]=[CH:23][CH:22]=1>C(O)(=O)C>[C:20]([NH:19][CH2:18][P:14]([C:8]1[CH:13]=[CH:12][CH:11]=[CH:10][CH:9]=1)(=[O:16])[OH:15])(=[O:27])[C:21]1[CH:26]=[CH:25][CH:24]=[CH:23][CH:22]=1. Procedure details: 43.2 g (0.424 mol) of acetic anhydride were cooled to 10° C. A solution of 28.2 g (0.2 mol) of benzenephosphonous acid in 40 ml acetic acid were then added dropwise at 15° C., with stirring and cooling. After this, 30.2 g (0.2 mol) of N-hydroxymethylbenzamide were added in portions in the course of 10 minutes at 15° C., with cooling. After this, the cooling was removed, during which process the internal temperature rose to 35° C. After this, the mixture was refluxed for 3 hours and subsequently ... Starting materials: O=C(c1ncc[nH]1)c1ncc[nH]1, C1CCOC1, CC(C)Cn1ncc2cc(Oc3ccc(F)cc3)c(C(N)=O)cc21, NCCN1CCCCC1. Yields the product CC(C)Cn1ncc2cc(Oc3ccc(F)cc3)c(C(=O)NCCN3CCCCC3)cc21. Reaction SMILES: [C:25]([c:26]1[nH:27][cH:28][cH:29][n:30]1)([c:31]1[nH:32][cH:33][cH:34][n:35]1)=[O:36].[CH2:46]1[O:47][CH2:48][CH2:49][CH2:50]1.[F:1][c:2]1[cH:3][cH:4][c:5]([O:6][c:7]2[cH:8][c:9]3[cH:10][n:11][n:12]([CH2:19][CH:20]([CH3:21])[CH3:22])[c:13]3[cH:14][c:15]2[C:16](=[O:17])[NH2:18])[cH:23][cH:24]1.[N:37]1([CH2:43][CH2:44][NH2:45])[CH2:38][CH2:39][CH2:40][CH2:41][CH2:42]1>>[F:1][c:2]1[cH:3][cH:4][c:5]([O:6][c:7]2[cH:8][c:9]3[cH:10][n:11][n:12]([CH2:19][CH:20]([CH3:21])[CH3:22])[c:13]3[cH:14][c:15]2[C:16](=[O:17])[NH:18][CH2:44][CH2:43][N:37]2[CH2:38][CH2:39][CH2:40][CH2:41][CH2:42]2)[cH:23][cH:24]1.